This data is from the Open Reaction Database (ORD), a public repository of structured organic reaction records. The task is: describe an organic reaction: reactants, conditions, products, and yield The reactants are ClCCl, CC(N)C(Oc1ccc2c(cnn2-c2ccc(F)cc2)c1)c1ccccc1, O=C=NCc1ccco1. Product: CC(NC(=O)NCc1ccco1)C(Oc1ccc2c(cnn2-c2ccc(F)cc2)c1)c1ccccc1. RXN SMILES: [Cl:37][CH2:38][Cl:39].[F:1][c:2]1[cH:3][cH:4][c:5](-[n:8]2[n:9][cH:10][c:11]3[cH:12][c:13]([O:17][CH:18]([CH:19]([NH2:20])[CH3:21])[c:22]4[cH:23][cH:24][cH:25][cH:26][cH:27]4)[cH:14][cH:15][c:16]23)[cH:6][cH:7]1.[o:28]1[c:29]([CH2:33][N:34]=[C:35]=[O:36])[cH:30][cH:31][cH:32]1>>[F:1][c:2]1[cH:3][cH:4][c:5](-[n:8]2[n:9][cH:10][c:11]3[cH:12][c:13]([O:17][CH:18]([CH:19]([NH:20][C:35]([NH:34][CH2:33][c:29]4[o:28][cH:32][cH:31][cH:30]4)=[O:36])[CH3:21])[c:22]4[cH:23][cH:24][cH:25][cH:26][cH:27]4)[cH:14][cH:15][c:16]23)[cH:6][cH:7]1. Starting materials: NC=1C(=NC(=CC1)OCC)C(=O)O (3-Amino-6-ethoxypicolinic Acid), C1(=CC=CC=C1)C1=NOC(=C1)CN1CCC(CC1)CN (1-{1-[(3-phenyl-5-isoxazolyl)methyl]-4-piperidinyl}methanamine). Product: NC=1C(=NC(=CC1)OCC)C(=O)NCC1CCN(CC1)CC1=CC(=NO1)C1=CC=CC=C1 (3-Amino-6-ethoxy-N-((1-((3-phenylisoxazol-5-yl)methyl)piperidin-4-yl)methyl)picolinamide). Reaction SMILES: [NH2:1][C:2]1[C:3]([C:11]([OH:13])=O)=[N:4][C:5]([O:8][CH2:9][CH3:10])=[CH:6][CH:7]=1.[C:14]1([C:20]2[CH:24]=[C:23]([CH2:25][N:26]3[CH2:31][CH2:30][CH:29]([CH2:32][NH2:33])[CH2:28][CH2:27]3)[O:22][N:21]=2)[CH:19]=[CH:18][CH:17]=[CH:16][CH:15]=1>>[NH2:1][C:2]1[C:3]([C:11]([NH:33][CH2:32][CH:29]2[CH2:28][CH2:27][N:26]([CH2:25][C:23]3[O:22][N:21]=[C:20]([C:14]4[CH:19]=[CH:18][CH:17]=[CH:16][CH:15]=4)[CH:24]=3)[CH2:31][CH2:30]2)=[O:13])=[N:4][C:5]([O:8][CH2:9][CH3:10])=[CH:6][CH:7]=1. Procedure: According to the same procedure described in Example 225, using the compound prepared in Example 282 instead of 4-amino-5-cyano-6-ethoxypicolinic acid, and using the compound prepared in Example 9 instead of tert-butyl 4-(aminomethyl)piperidine-1-carboxylate, the title compound having the following physical data was obtained. Reactants: Cl (HCl), C(CCC)C(C(=O)O)C(=O)O (2-butyl-malonic acid), FC1=C(C=C(C=O)C=C1)C (4-fluoro-3-methylbenzaldehyde), N1CCCCC1 (piperidine). Run in N1=CC=CC=C1 (pyridine). Run at temperature 100 celsius, time 16 hour. Yields the product FC1=C(C=C(C=C(C(=O)O)CCCC)C=C1)C (2-(4-Fluoro-3-methyl-benzylidene)-hexanoic acid). Isolated yield 80.1%. Reaction SMILES: [CH2:1]([CH:5](C(O)=O)[C:6]([OH:8])=[O:7])[CH2:2][CH2:3][CH3:4].[F:12][C:13]1[CH:20]=[CH:19][C:16]([CH:17]=O)=[CH:15][C:14]=1[CH3:21].N1CCCCC1.Cl>N1C=CC=CC=1>[F:12][C:13]1[CH:20]=[CH:19][C:16]([CH:17]=[C:5]([CH2:1][CH2:2][CH2:3][CH3:4])[C:6]([OH:8])=[O:7])=[CH:15][C:14]=1[CH3:21]. Procedure: A mixture of 2-butyl-malonic acid (2.319 g, 14.482 mmol), 4-fluoro-3-methylbenzaldehyde (1.000 g, 7.241 mmol), and piperidine (1.232 g, 14.482 mmol) in 10 mL of pyridine was heated to 100° C. and stirred at this temperature for 16 h. After cooling to room temperature, the reaction mixture was poured into 25 mL of concentrated HCl containing 50 g of ice, and then extracted with ethyl acetate. The organic extracts were combined and dried over anhydrous Na2SO4, concentrated under reduced pressure, ... The reactants are C1, OCC=1NC2=C(N1)C=CC=C2 (2-hydroxymethylbenzimidazole), [H-].[Na+] (sodium hydride), CSCCl (chloromethyl methyl sulfide). Run in CN(C=O)C (dimethylformamide). Yields the product CSCN1C(=NC2=C1C=CC=C2)CO (1-methylthiomethyl-2-hydroxymethylbenzimidazole). Reaction SMILES: [OH:1][CH2:2][C:3]1[NH:4][C:5]2[CH:11]=[CH:10][CH:9]=[CH:8][C:6]=2[N:7]=1.[H-].[Na+].[CH3:14][S:15][CH2:16]Cl>CN(C)C=O>[CH3:14][S:15][CH2:16][N:7]1[C:6]2[CH:8]=[CH:9][CH:10]=[CH:11][C:5]=2[N:4]=[C:3]1[CH2:2][OH:1] |f:1.2|. Reported procedure: Using the procedure of Preparation C1, 14.8 g of 2-hydroxymethylbenzimidazole, 4.8 g of 50% sodium hydride in oil and 8.36 ml of chloromethyl methyl sulfide in 50 ml of dimethylformamide gave 8.3 g of product. Starting materials: 44, NC1=C(C=C(C=C1)OC)NC(=S)NC1CCN(CC1)C (N-(2-amino-5-methoxyphenyl)-N'-(1-methyl-4-piperidinyl)thiourea). Reagents/catalysts: [Hg]=O (mercury(II) oxide). The solvent is O1CCCC1 (tetrahydrofuran). Yields the product 50.5, COC1=CC2=C(NC(=N2)NC2CCN(CC2)C)C=C1 (5-methoxy-N-(1-methyl-4-piperidinyl)-1H-benzimidazol-2-amine). Isolated yield 100.0%. Reaction SMILES: [NH2:1][C:2]1[CH:7]=[CH:6][C:5]([O:8][CH3:9])=[CH:4][C:3]=1[NH:10][C:11]([NH:13][CH:14]1[CH2:19][CH2:18][N:17]([CH3:20])[CH2:16][CH2:15]1)=S>[Hg]=O.O1CCCC1>[CH3:9][O:8][C:5]1[CH:6]=[CH:7][C:2]2[NH:1][C:11]([NH:13][CH:14]3[CH2:19][CH2:18][N:17]([CH3:20])[CH2:16][CH2:15]3)=[N:10][C:3]=2[CH:4]=1. Procedure details: A mixture of 44 parts of N-(2-amino-5-methoxyphenyl)-N'-(1-methyl-4-piperidinyl)thiourea, 38.9 parts of mercury(II) oxide and 270 parts of tetrahydrofuran was stirred and refluxed for 2 hours at reflux temperature. The reaction mixture was filtered while hot over diatomaceous earth and the filtrate was evaporated. The residue was purified by column chromatography over silica gel first using a mixture of trichloromethane and methanol (95:5 by volume) and then a mixture of trichloromethane and met... The reactants are C(C(=C)C)(=O)OC (methyl methacrylate), C(C(=C)C)(=O)O (methacrylic acid), CN(C)C=1C=CC(=CC1)C(=O)C=2C=CC(=CC2)N(C)C (Michler's ketone), CN(C)C=1C=CC(=CC1)C(=O)C=2C=CC(=CC2)N(C)C (Michler's ketone). Solvent: C(C)OCCO (2-ethoxyethanol), C(C)OCCO (2-ethoxyethanol), C(C)OCCO (2-ethoxyethanol). Yields the product C(C1=CC=CC=C1)(=O)C1=CC=CC=C1 (benzophenone). RXN SMILES: C(OC)(=O)C(C)=C.C(O)(=O)C(C)=C.CN([C:17]1[CH:18]=[CH:19][C:20]([C:23]([C:25]2[CH:26]=[CH:27][C:28](N(C)C)=[CH:29][CH:30]=2)=[O:24])=[CH:21][CH:22]=1)C>C(OCCO)C>[C:23]([C:25]1[CH:26]=[CH:27][CH:28]=[CH:29][CH:30]=1)(=[O:24])[C:20]1[CH:21]=[CH:22][CH:17]=[CH:18][CH:19]=1. Reported procedure: A mixture iof 2.5 g of a 9:1 copolymer of methyl methacrylate and methacrylic acid, 3.50 g of Epocryl® DRH 303, 0.24 g of 2-(o-chlorophenyl)-4,5-diphenylimidazolyl dimer, and 0.06 g of Michler's ketone was dissolved in 25.20 g of 2-ethoxyethanol (Solution A). Solutions B, C and D were prepared by varying the quantities of Michler's ketone and 2-ethoxyethanol as follows: